From a dataset of the Open Reaction Database (ORD), a public repository of structured organic reaction records. describe an organic reaction: reactants, conditions, products, and yield Starting materials: ClC=1C=NC2=C(C(=CC=C2C1)Cl)C=O (3,7-dichloroquinoline-8-carbaldehyde), C([O-])([O-])=O.[Na+].[Na+] (sodium carbonate), [Cl-].O[NH3+] (hydroxylammonium chloride), O (water). The solvent is C(C)O (ethanol). Product: ClC=1C=NC=2C(C(C=CC2C1)Cl)=NO (3,7-dichloro-8-hydroxyliminoquinoline). Yield: 101.1%. Reaction SMILES: [Cl:1][C:2]1[CH:3]=[N:4][C:5]2[C:10]([CH:11]=1)=[CH:9][CH:8]=[C:7]([Cl:12])[C:6]=2C=O.C(=O)([O-])[O-].[Na+].[Na+].[Cl-].[OH:22][NH3+:23].O>C(O)C>[Cl:1][C:2]1[CH:3]=[N:4][C:5]2[C:6](=[N:23][OH:22])[CH:7]([Cl:12])[CH:8]=[CH:9][C:10]=2[CH:11]=1 |f:1.2.3,4.5|. Procedure: 22.6 g of 3,7-dichloroquinoline-8-carbaldehyde were dissolved in 300 parts of ethanol, 10.6 g of sodium carbonate and 6.9 g of hydroxylammonium chloride were added to this solution, and the suspension was refluxed for 1 hour. Thereafter, 1,000 g of water were added, and the precipitated solid was filtered off and dried to give 23 g (96% of theory) of 3,7-dichloro-8-hydroxyliminoquinoline of melting point 202° C. Starting materials: C(C)(C)(C)OC(=O)N[C@@H](CC(N)=O)C(=O)O (N-tert-butoxycarbonyl-L-asparagine), C1(=CC=CC=C1)N1CCNCC1 (1-phenylpiperazine). Product: C(C)(C)(C)OC(=O)N[C@@H](CC(N)=O)C(=O)N1CCN(CC1)C1=CC=CC=C1 (1-(N-tert-butoxycarbonyl-L-asparaginyl)-4-phenylpiperazine). Isolated yield 136.3%. As a reaction SMILES: [C:1]([O:5][C:6]([NH:8][C@H:9]([C:14]([OH:16])=O)[CH2:10][C:11](=[O:13])[NH2:12])=[O:7])([CH3:4])([CH3:3])[CH3:2].[C:17]1([N:23]2[CH2:28][CH2:27][NH:26][CH2:25][CH2:24]2)[CH:22]=[CH:21][CH:20]=[CH:19][CH:18]=1>>[C:1]([O:5][C:6]([NH:8][C@H:9]([C:14]([N:26]1[CH2:27][CH2:28][N:23]([C:17]2[CH:22]=[CH:21][CH:20]=[CH:19][CH:18]=2)[CH2:24][CH2:25]1)=[O:16])[CH2:10][C:11](=[O:13])[NH2:12])=[O:7])([CH3:2])([CH3:3])[CH3:4]. Procedure: In the same manner as in Reference Example 2, N-tert-butoxycarbonyl-L-asparagine (4.3 g) and 1-phenylpiperazine (4.3 g) were condensed to obtain colorless powder 1-(N-tert-butoxycarbonyl-L-asparaginyl)-4-phenylpiperazine (9.5 g).